This data is from the Open Reaction Database (ORD), a public repository of structured organic reaction records. The task is: describe an organic reaction: reactants, conditions, products, and yield The reactants are BrB(Br)Br, O=C([O-])O, ClCCl, COc1ccc(C#N)c(F)c1OC, [Na+]. Product: COc1ccc(C#N)c(F)c1O. RXN SMILES: [B:14]([Br:15])([Br:16])[Br:17].[C:18](=[O:19])([O-:20])[OH:21].[CH2:23]([Cl:24])[Cl:25].[F:1][c:2]1[c:3]([C:4]#[N:5])[cH:6][cH:7][c:8]([O:12][CH3:13])[c:9]1[O:10][CH3:11].[Na+:22]>>[F:1][c:2]1[c:3]([C:4]#[N:5])[cH:6][cH:7][c:8]([O:12][CH3:13])[c:9]1[OH:10].